Dataset: the Open Reaction Database (ORD), a public repository of structured organic reaction records. Task: describe an organic reaction: reactants, conditions, products, and yield The reactants are O=P12OP3(=O)OP(=O)(O1)OP(=O)(O2)O3 (Phosphorus pentoxide), COC=1C=C(C=CC1OC)CCC(=O)O (3-(3,4-dimethoxyphenyl)propionic acid), ice water. The solvent is C1=CC=CC=C1 (benzene). Product: COC=1C=C2CCC(C2=CC1OC)=O (5,6-dimethoxyindan-1-one). Isolated yield 46.6%. Reaction SMILES: O=P12OP3(OP(OP(O3)(O1)=O)(=O)O2)=O.[CH3:15][O:16][C:17]1[CH:18]=[C:19]([CH2:25][CH2:26][C:27]([OH:29])=O)[CH:20]=[CH:21][C:22]=1[O:23][CH3:24]>C1C=CC=CC=1>[CH3:15][O:16][C:17]1[CH:18]=[C:19]2[C:20](=[CH:21][C:22]=1[O:23][CH3:24])[C:27](=[O:29])[CH2:26][CH2:25]2. Procedure: Phosphorus pentoxide (500 g, 3.5 mol) is added portionwise to a mechanically stirred solution of 3-(3,4-dimethoxyphenyl)propionic acid (100 g, 0.67 mol) in benzene (2500 ml) and the mixture is refluxed for 8 hr. The reaction is slowly poured into ice-water, and the benzene layer is separated and washed with 10% sodium hydroxide and water, dried and evaporated to give 5,6-dimethoxyindan-1-one (60 g), mp 100° C., described by W. H. Perkin and R. Robinson, J. Chem. Soc., 1073 (1907). Starting materials: CCO, O=C(Nc1ccc(C(=O)N2CCCc3ccccc32)cc1)c1cccc([N+](=O)[O-])c1. Product: Nc1cccc(C(=O)Nc2ccc(C(=O)N3CCCc4ccccc43)cc2)c1. RXN SMILES: [CH3:31][CH2:32][OH:33].[N+:1]([O-:2])(=[O:3])[c:4]1[cH:5][c:6]([C:7](=[O:8])[NH:9][c:10]2[cH:11][cH:12][c:13]([C:14](=[O:15])[N:16]3[CH2:17][CH2:18][CH2:19][c:20]4[cH:21][cH:22][cH:23][cH:24][c:25]43)[cH:26][cH:27]2)[cH:28][cH:29][cH:30]1>>[NH2:1][c:4]1[cH:5][c:6]([C:7](=[O:8])[NH:9][c:10]2[cH:11][cH:12][c:13]([C:14](=[O:15])[N:16]3[CH2:17][CH2:18][CH2:19][c:20]4[cH:21][cH:22][cH:23][cH:24][c:25]43)[cH:26][cH:27]2)[cH:28][cH:29][cH:30]1. Run in CN(C)C=O (DMF). The yield is 93.0%. As a reaction SMILES: [CH2:1]([CH:3]1[O:5][CH2:4]1)Br.[NH:6]1[C:14]2[C:9](=[CH:10][CH:11]=[CH:12][CH:13]=2)[CH:8]=[CH:7]1.[H-].[Na+].O>CN(C=O)C>[CH2:1]([N:6]1[C:14]2[C:9](=[CH:10][CH:11]=[CH:12][CH:13]=2)[CH:8]=[CH:7]1)[CH:3]1[O:5][CH2:4]1 |f:2.3|. Conditions: temperature 60 celsius. Procedure details: Epibromohydrin (0.73 ml, 8.5 mmole) was added to a stirred solution of indole (1.0 g, 8.5 mmole) and sodium hydride (0.34 g, 8.5 mmole) in anhydrous DMF (20 ml), and the mixture was heated at 60° C. under nitrogen for two hours. Water (100 ml) was added and the product extracted into CH2Cl2 (3×25 ml). The combined organics were washed with water (25 ml), brine (25 ml) and dried over anhydrous sodium sulfate. Filtration and concentration in vacuo gave the crude product as a light yellow colored o... Reactants: O (Water), C(Br)C1CO1 (Epibromohydrin), N1C=CC2=CC=CC=C12 (indole), [H-].[Na+] (sodium hydride). Yields the product C(C1CO1)N1C=CC2=CC=CC=C12 (1-N-Glycidyl-indole), oil. Starting materials: BrCc1cccc(Br)n1, C1CCOC1, ClCCl, [H-], [Na+], OCC1CCCCO1, O. The product is Brc1cccc(COCC2CCCCO2)n1. RXN SMILES: [Br:11][c:12]1[n:13][c:14]([CH2:18][Br:19])[cH:15][cH:16][cH:17]1.[CH2:20]1[O:21][CH2:22][CH2:23][CH2:24]1.[Cl:26][CH2:27][Cl:28].[H-:2].[Na+:1].[O:3]1[CH:4]([CH2:9][OH:10])[CH2:5][CH2:6][CH2:7][CH2:8]1.[OH2:25]>>[O:3]1[CH:4]([CH2:9][O:10][CH2:18][c:14]2[n:13][c:12]([Br:11])[cH:17][cH:16][cH:15]2)[CH2:5][CH2:6][CH2:7][CH2:8]1. Reactants: CCOC(=O)CCC(C)=CCCc1ccccc1, C=C(C)C(O)CCc1ccccc1, O=CCCc1ccccc1. Product: CC(=CCCc1ccccc1)CCC=O. RXN SMILES: [CH2:24]([O:26][C:27](=[O:25])[CH2:28][CH2:29][C:30](=[CH:31][CH2:32][CH2:33][c:34]1[cH:35][cH:36][cH:37][cH:38][cH:39]1)[CH3:40])[CH3:41].[CH3:11][C:12]([CH:13]([OH:14])[CH2:15][CH2:16][c:17]1[cH:18][cH:19][cH:20][cH:21][cH:22]1)=[CH2:23].[CH:1](=[O:2])[CH2:3][CH2:4][c:5]1[cH:6][cH:7][cH:8][cH:9][cH:10]1>>[O:26]=[CH:27][CH2:28][CH2:29][C:30](=[CH:31][CH2:32][CH2:33][c:34]1[cH:35][cH:36][cH:37][cH:38][cH:39]1)[CH3:40]. Starting materials: O=C(C(C)(C)C)ON(CC1=CC=CC=C1)CC2=CC=CC=C2 (N,N-Dibenzyl-O-pivaloylhydroxylamine), CC(=C)C(C)(C)C (2,3,3-trimethyl-1-butene). The reagents and catalysts are CO[Si](C)OC (dimethoxy(methyl)silane), CC(=O)[O-].CC(=O)[O-].[Cu+2] (copper(II) acetate), c3c(P(c1ccccc1)c2ccccc2)cccc3 (triphenylphosphine), CC(C)(C)C1=CC(=CC(=C1OC)C(C)(C)C)P(C2=C(C3=C(C=C2)OCO3)C4=C(C=CC5=C4OCO5)P(C6=CC(=C(C(=C6)C(C)(C)C)OC)C(C)(C)C)C7=CC(=C(C(=C7)C(C)(C)C)OC)C(C)(C)C)C8=CC(=C(C(=C8)C(C)(C)C)OC)C(C)(C)C ((S)-DTBM-SEGPHOS). Solvent: C1CCOC1 (THF). Conditions: temperature 40 celsius, time 12 hour. Product: C[C@@H](CN(CC1=CC=CC=C1)CC2=CC=CC=C2)C(C)(C)C ((R)-N,N-Dibenzyl-2,3,3-trimethylbutan-1-amine). Isolated yield 87.0%. The reactants are [OH-].[Na+] (Sodium hydroxide), COC(C1=C(C=CC(=C1)OCCCCCCCCCCCCCCCCCC)OCCCOC1=CC=C(C=C1)OCC1=CC=CC=C1)=O (5-(octadecyloxy)-2-[3-[4-(phenylmethoxy)phenoxy]propoxy]benzoic acid methyl ester). Yields the product C(CCCCCCCCCCCCCCCCC)OC=1C=CC(=C(C(=O)O)C1)OCCCOC1=CC=C(C=C1)OCC1=CC=CC=C1 (5-(octadecyloxy)-2-[3-[4-(phenylmethoxy)phenoxy]propoxy]benzoic acid). RXN SMILES: [OH-].[Na+].C[O:4][C:5](=[O:50])[C:6]1[CH:11]=[C:10]([O:12][CH2:13][CH2:14][CH2:15][CH2:16][CH2:17][CH2:18][CH2:19][CH2:20][CH2:21][CH2:22][CH2:23][CH2:24][CH2:25][CH2:26][CH2:27][CH2:28][CH2:29][CH3:30])[CH:9]=[CH:8][C:7]=1[O:31][CH2:32][CH2:33][CH2:34][O:35][C:36]1[CH:41]=[CH:40][C:39]([O:42][CH2:43][C:44]2[CH:49]=[CH:48][CH:47]=[CH:46][CH:45]=2)=[CH:38][CH:37]=1>>[CH2:13]([O:12][C:10]1[CH:9]=[CH:8][C:7]([O:31][CH2:32][CH2:33][CH2:34][O:35][C:36]2[CH:41]=[CH:40][C:39]([O:42][CH2:43][C:44]3[CH:45]=[CH:46][CH:47]=[CH:48][CH:49]=3)=[CH:38][CH:37]=2)=[C:6]([CH:11]=1)[C:5]([OH:50])=[O:4])[CH2:14][CH2:15][CH2:16][CH2:17][CH2:18][CH2:19][CH2:20][CH2:21][CH2:22][CH2:23][CH2:24][CH2:25][CH2:26][CH2:27][CH2:28][CH2:29][CH3:30] |f:0.1|. Yield: 88.0%. Reported procedure: Sodium hydroxide hydrolysis of 5-(octadecyloxy)-2-[3-[4-(phenylmethoxy)phenoxy]propoxy]benzoic acid methyl ester under conditions described in Example 60 gave 5-(octadecyloxy)-2-[3-[4-(phenylmethoxy)phenoxy]propoxy]benzoic acid (88% yield, mp 92°-95°). Starting materials: C(CC)C1=NC2=C(N1CC1=CC=C(C=C1)C1=C(C=CC=C1)C=1N=NN(N1)C(C1=CC=CC=C1)(C1=CC=CC=C1)C1=CC=CC=C1)C=C(C=C2C)C=2OC(=C(N2)C)C (4'-[[2-n-propyl-4-methyl-6-(4,5-dimethyl-oxazol-2-yl)-1H-benzimidazol-1-yl]-methyl]-2-(2-triphenylmethyl-tetrazol-5-yl)-biphenyl), C(C)NC=O.C(C)N (N-ethyl-formamide ethylamine). RXN SMILES: [CH2:1]([C:4]1[N:8]([CH2:9][C:10]2[CH:15]=[CH:14][C:13]([C:16]3[CH:21]=[CH:20][CH:19]=[CH:18][C:17]=3[C:22]3[N:23]=[N:24][N:25](C(C4C=CC=CC=4)(C4C=CC=CC=4)C4C=CC=CC=4)[N:26]=3)=[CH:12][CH:11]=2)[C:7]2[CH:46]=[C:47]([C:51]3O[C:53]([CH3:57])=[C:54]([CH3:56])[N:55]=3)[CH:48]=[C:49]([CH3:50])[C:6]=2[N:5]=1)[CH2:2][CH3:3].[CH2:58]([NH:60]C=O)[CH3:59].C(N)C>>[CH2:1]([C:4]1[N:8]([CH2:9][C:10]2[CH:15]=[CH:14][C:13]([C:16]3[CH:21]=[CH:20][CH:19]=[CH:18][C:17]=3[C:22]3[NH:26][N:25]=[N:24][N:23]=3)=[CH:12][CH:11]=2)[C:7]2[CH:46]=[C:47]([C:51]3[N:60]([CH2:58][CH3:59])[C:53]([CH3:57])=[C:54]([CH3:56])[N:55]=3)[CH:48]=[C:49]([CH3:50])[C:6]=2[N:5]=1)[CH2:2][CH3:3] |f:1.2|. Reported procedure: Prepared analogously to Example 146 from 4'-[[2-n-propyl-4-methyl-6-(4,5-dimethyl-oxazol-2-yl)-1H-benzimidazol-1-yl]-methyl]-2-(2-triphenylmethyl-tetrazol-5-yl)-biphenyl and N-ethyl-formamide/ethylamine. Product: C(CC)C1=NC2=C(N1CC1=CC=C(C=C1)C1=C(C=CC=C1)C1=NN=NN1)C=C(C=C2C)C=2N(C(=C(N2)C)C)CC (4'-[[2-n-Propyl-4-methyl-6-(1-ethyl-4,5-dimethyl-imidazol-2-yl)-1H-benzimidazol-1-yl]-methyl]-2-(1H-tetrazol-5-yl)-biphenyl).